From a dataset of the Open Reaction Database (ORD), a public repository of structured organic reaction records. describe an organic reaction: reactants, conditions, products, and yield The reactants are C(C)(=O)NC=1NC(=C(N1)C1=CC=CC=C1)C (2-acetylamino-5-methyl-4-phenyl-imidazole), [N+](=O)([O-])[O-].[NH4+] (ammonium nitrate). The solvent is S(O)(O)(=O)=O (sulphuric acid). As a reaction SMILES: [C:1]([NH:4][C:5]1[NH:6][C:7]([CH3:16])=[C:8]([C:10]2[CH:15]=[CH:14][CH:13]=[CH:12][CH:11]=2)[N:9]=1)(=[O:3])[CH3:2].[N+:17]([O-])([O-:19])=[O:18].[NH4+]>S(=O)(=O)(O)O>[C:1]([NH:4][C:5]1[NH:6][C:7]([CH3:16])=[C:8]([C:10]2[CH:15]=[CH:14][C:13]([N+:17]([O-:19])=[O:18])=[CH:12][CH:11]=2)[N:9]=1)(=[O:3])[CH3:2] |f:1.2|. Procedure: Prepared analogously to Example D by reacting 2-acetylamino-5-methyl-4-phenyl-imidazole with ammonium nitrate in concentrated sulphuric acid. Yields the product C(C)(=O)NC=1NC(=C(N1)C1=CC=C(C=C1)[N+](=O)[O-])C (2-acetylamino-5-methyl-4-(4-nitro-phenyl)-imidazole).